This data is from the Open Reaction Database (ORD), a public repository of structured organic reaction records. The task is: describe an organic reaction: reactants, conditions, products, and yield Starting materials: P(Cl)(Cl)Cl (phosphorous trichloride), P(Cl)(Cl)(Cl)(Cl)Cl (phosphorous pentachloride), phosphorous dichloride, [Na].C1(=CC=CC2=CC3=CC=CC=C3C=C12)S(=O)(=O)O (anthracenesulfonic acid sodium), C1(=CC=CC2=CC3=CC=CC=C3C=C12)S(=O)(=O)Cl (anthracenesulfonyl chloride), [H-].[Al+3].[Li+].[H-].[H-].[H-] (lithium aluminum hydride), Cl (hydrochloric acid), C1(=CC=CC2=CC3=CC=CC=C3C=C12)S(=O)(=O)Cl (anthracenesulfonyl chloride). Solvent: C1CCOC1 (THF). The product is C1(=CC=CC2=CC3=CC=CC=C3C=C12)S (anthracene thiol). Reaction SMILES: [Na].[C:2]1([S:16](O)(=O)=O)[C:15]2[C:6](=[CH:7][C:8]3[C:13]([CH:14]=2)=[CH:12][CH:11]=[CH:10][CH:9]=3)[CH:5]=[CH:4][CH:3]=1.P(Cl)(Cl)Cl.P(Cl)(Cl)(Cl)(Cl)Cl.C1(S(Cl)(=O)=O)C2C(=CC3C(C=2)=CC=CC=3)C=CC=1.[H-].[Al+3].[Li+].[H-].[H-].[H-].Cl>C1COCC1>[C:2]1([SH:16])[C:15]2[C:6](=[CH:7][C:8]3[C:13]([CH:14]=2)=[CH:12][CH:11]=[CH:10][CH:9]=3)[CH:5]=[CH:4][CH:3]=1 |f:0.1,5.6.7.8.9.10,^1:0|. Procedure details: The reaction of anthracene (Tokyo chemical industry Co., Ltd) with sulfur trioxide (Tokyo chemical industry Co., Ltd) was conducted in the presence of the piperidine catalyst to synthesize β-anthracenesulfonic acid, followed by a treatment with a sodium hydroxide solution to obtain anthracenesulfonic acid sodium. The obtained anthracenesulfonic acid sodium was allowed to react with phosphorous trichloride and phosphorous pentachloride (Tokyo chemical industry Co., Ltd) in a solvent of phosphorou...